This data is from the Open Reaction Database (ORD), a public repository of structured organic reaction records. The task is: describe an organic reaction: reactants, conditions, products, and yield The reactants are ClS(=O)(=O)C1=NN2C(N=C(C=C2C)C)=N1 (2-chlorosulfonyl-5,7-dimethyl-1,2,4-triazolo[1,5-a]pyrimidine), C[Si](NC1=C(C(=CC=C1Cl)C)Cl)(C)C (N-trimethylsilyl-3-methyl-2,6-dichloroaniline), CS(=O)C (dimethyl sulfoxide). Run in CC#N (CH3CN). Yields the product ClC1=C(C(=CC=C1C)Cl)NS(=O)(=O)C1=NN2C(N=C(C=C2C)C)=N1 (N-(2,6-dichloro-3-methylphenyl)-5,7-dimethyl-1,2,4-triazolo[1,5-a]pyrimidine-2-sulfonamide). The yield is 81.3%. As a reaction SMILES: Cl[S:2]([C:5]1[N:15]=[C:8]2[N:9]=[C:10]([CH3:14])[CH:11]=[C:12]([CH3:13])[N:7]2[N:6]=1)(=[O:4])=[O:3].C[Si](C)(C)[NH:18][C:19]1[C:24]([Cl:25])=[CH:23][CH:22]=[C:21]([CH3:26])[C:20]=1[Cl:27].CS(C)=O>CC#N>[Cl:27][C:20]1[C:21]([CH3:26])=[CH:22][CH:23]=[C:24]([Cl:25])[C:19]=1[NH:18][S:2]([C:5]1[N:15]=[C:8]2[N:9]=[C:10]([CH3:14])[CH:11]=[C:12]([CH3:13])[N:7]2[N:6]=1)(=[O:4])=[O:3]. Procedure details: A solution consisting of 106.8 mg (0.433 mmole) of 2-chlorosulfonyl-5,7-dimethyl-1,2,4-triazolo[1,5-a]pyrimidine, 0.5 ml of CH3CN, and 252 μl (1.30 mmole) of N-trimethylsilyl-3-methyl-2,6-dichloroaniline was stirred at room temperature and 10 μl (0.14 mmole) of dimethyl sulfoxide (DMSO) added dropwise. The solution was stirred for 2 hours during which time a precipitate formed. The CH3CN was removed under nitrogen and the residual solid treated with 1 ml of 1N HCl. The mixture was stirred for 10...